This data is from the Open Reaction Database (ORD), a public repository of structured organic reaction records. The task is: describe an organic reaction: reactants, conditions, products, and yield Reported procedure: 9.8 g (0.1 mol) of propiolic acid ethyl ester and 15.6 g (0.1 mol) of p-chlorobenzylhydrazine in 100 ml of n-butanol were heated for 8 hours under reflux. Run in C(CCC)O (n-butanol). The reactants are C(C)OC(C#C)=O (propiolic acid ethyl ester), ClC1=CC=C(CNN)C=C1 (p-chlorobenzylhydrazine). Yields the product ClC1=CC=C(CN2NC=CC2=O)C=C1 (1-(4-chloro-benzyl)-pyrazol-5-one). As a reaction SMILES: C(O[C:4](=[O:7])[C:5]#[CH:6])C.[Cl:8][C:9]1[CH:17]=[CH:16][C:12]([CH2:13][NH:14][NH2:15])=[CH:11][CH:10]=1>C(O)CCC>[Cl:8][C:9]1[CH:17]=[CH:16][C:12]([CH2:13][N:14]2[C:4](=[O:7])[CH:5]=[CH:6][NH:15]2)=[CH:11][CH:10]=1. Starting materials: CCC(NCCN(C)C)c1nc2sc(Br)nc2c(=O)n1Cc1ccccc1, CCO. Product: CCC(NCCN(C)C)c1nc2scnc2c(=O)n1Cc1ccccc1. As a reaction SMILES: [CH2:1]([c:2]1[cH:3][cH:4][cH:5][cH:6][cH:7]1)[n:8]1[c:9]([CH:19]([CH2:20][CH3:21])[NH:22][CH2:23][CH2:24][N:25]([CH3:26])[CH3:27])[n:10][c:11]2[c:12]([c:13]1=[O:14])[n:15][c:16]([Br:18])[s:17]2.[CH3:28][CH2:29][OH:30]>>[CH2:1]([c:2]1[cH:3][cH:4][cH:5][cH:6][cH:7]1)[n:8]1[c:9]([CH:19]([CH2:20][CH3:21])[NH:22][CH2:23][CH2:24][N:25]([CH3:26])[CH3:27])[n:10][c:11]2[c:12]([c:13]1=[O:14])[n:15][cH:16][s:17]2. Product: C(CC)NC(C1=CC(=CC=C1)C1=CC=CC=C1)=O (N-n-propyl-3-phenylbenzamide). As a reaction SMILES: [CH2:1]([NH:4][C:5](=[O:13])[C:6]1[CH:11]=[CH:10][CH:9]=[C:8](Br)[CH:7]=1)[CH2:2][CH3:3].[C:14]1(B(O)O)[CH:19]=[CH:18][CH:17]=[CH:16][CH:15]=1>>[CH2:1]([NH:4][C:5](=[O:13])[C:6]1[CH:11]=[CH:10][CH:9]=[C:8]([C:14]2[CH:19]=[CH:18][CH:17]=[CH:16][CH:15]=2)[CH:7]=1)[CH2:2][CH3:3]. Starting materials: C(CC)NC(C1=CC(=CC=C1)Br)=O (N-n-propyl-3-bromobenzamide), C1(=CC=CC=C1)B(O)O (phenyl boronic acid). Reported procedure: Using Preparation Method 2, N-n-propyl-3-bromobenzamide from Example 1A was reacted with phenyl boronic acid. The resulting reaction mixture was purified using SiO2 with CH2Cl2 (100%) to CH2Cl2/MeOH 90:10 to give N-n-propyl-3-phenylbenzamide as a white solid (96%). NMR 1H (ppm, CDCl3): 7.97 (t, J4=1.53 Hz, 1H), 7.69 (dd, J3=7.91 Hz, J4=1.84 Hz, 2H), 7.61-7.58 (m, 2H), 7.51-7.24 (m, 4H), 6.17 (br. s., 1H), 3.47-3.40 (m, 2H), 1.65 (sext., J3=7.32 Hz, 2H), 0.98 (t, J3=7.38 Hz, 3H). Isolated yield 96.0%. Starting materials: C(C=C)C=1C=CC=C2C=CC(OC12)=O (8-(2-propen-1-yl)-2H-chromen-2-one), NaIO4, O1CCOCC1 (dioxane), NaIO4. Reagents/catalysts: O=[Os](=O)(=O)=O (OsO4). The solvent is O (water), O (H2O). Conditions: time 2 hour. The product is O=C1OC2=C(C=CC=C2C=C1)CC=O ((2-oxo-2H-chromen-8-yl)acetaldehyde). Isolated yield 93.0%. Reaction SMILES: [CH2:1]([C:4]1[CH:5]=[CH:6][CH:7]=[C:8]2[C:13]=1[O:12][C:11](=[O:14])[CH:10]=[CH:9]2)[CH:2]=C.[O:15]1CCOCC1>O.O=[Os](=O)(=O)=O>[O:14]=[C:11]1[CH:10]=[CH:9][C:8]2[C:13](=[C:4]([CH2:1][CH:2]=[O:15])[CH:5]=[CH:6][CH:7]=2)[O:12]1. Reported procedure: To a solution of 8-(2-propen-1-yl)-2H-chromen-2-one (390 mg, 2.0 mmol) in dioxane (10 mL) and water (5 mL) was added OsO4 (4% solution in H2O, 0.5 mL, 10 mol %) and NaIO4 (430 mg, 4.0 mmol). The reaction was stirred at RT for 2 h and NaIO4 (430 mg, 4.0 mmol) was added and the reaction was allowed to stir another 2 h. The reaction was diluted with 20 mL of H2O and was extracted with ethyl acetate (3×50 mL). The combined extracts were dried (Na2SO4), and concentrated to give the title compound (35...